Dataset: the Open Reaction Database (ORD), a public repository of structured organic reaction records. Task: describe an organic reaction: reactants, conditions, products, and yield Starting materials: CN(CC(=O)O)C(C1CCCCC1)C1CCCCC1 (methyl N-[(dicyclohexyl)methyl]glycine), C(=O)O (formic acid), C(C)(=O)OC(C)=O (acetic anhydride). Reaction conditions: temperature 5 celsius, time 48 hour. The product is 154, CC(N(C=O)C(C1CCCCC1)C1CCCCC1)C(=O)O (methyl N-[(dicyclohexyl)methyl]-N-formylglycine). As a reaction SMILES: [CH3:1][N:2]([CH:7]([CH:14]1[CH2:19][CH2:18][CH2:17][CH2:16][CH2:15]1)[CH:8]1[CH2:13][CH2:12][CH2:11][CH2:10][CH2:9]1)[CH2:3][C:4](O)=O.C(OC(=O)C)(=[O:22])C.[CH:27]([OH:29])=[O:28]>>[CH3:4][CH:3]([C:27]([OH:29])=[O:28])[N:2]([CH:7]([CH:14]1[CH2:19][CH2:18][CH2:17][CH2:16][CH2:15]1)[CH:8]1[CH2:13][CH2:12][CH2:11][CH2:10][CH2:9]1)[CH:1]=[O:22]. Procedure: 143 Parts of methyl N-[(dicyclohexyl)methyl]glycine were added dropwise to 290 parts of formic acid while cooling to 5° C. Subsequently 90 parts of acetic anhydride were added, and the mixture was kept at room temperature for 48 hours. Destillation under vacuo afforded 154 parts of methyl N-[(dicyclohexyl)methyl]-N-formylglycine (int. 2). Starting materials: C1COC2(CCC(CC2)C2CC=C(CC2)C2=C(C(=CC=C2)F)F)O1 (4-[4-(2,3-difluorophenyl)-3-cyclohexenyl]cyclohexanone ethylene ketal), Pd--C. Solvent: O1CCCC1 (tetrahydrofuran). Reaction conditions: time 8 hour. Yields the product C1COC2(CCC(CC2)[C@@H]2CC[C@H](CC2)C2=C(C(=CC=C2)F)F)O1 (4-[trans-4-(2,3-difluorophenyl)cyclohexyl]cyclohexanone ethylene ketal). Isolated yield 100.3%. Reaction SMILES: [CH2:1]1[O:24][C:4]2([CH2:9][CH2:8][CH:7]([CH:10]3[CH2:15][CH2:14][C:13]([C:16]4[CH:21]=[CH:20][CH:19]=[C:18]([F:22])[C:17]=4[F:23])=[CH:12][CH2:11]3)[CH2:6][CH2:5]2)[O:3][CH2:2]1>O1CCCC1>[CH2:2]1[O:3][C:4]2([CH2:9][CH2:8][CH:7]([C@H:10]3[CH2:11][CH2:12][C@H:13]([C:16]4[CH:21]=[CH:20][CH:19]=[C:18]([F:22])[C:17]=4[F:23])[CH2:14][CH2:15]3)[CH2:6][CH2:5]2)[O:24][CH2:1]1. Procedure details: First, 5.8 g of 4-[4-(2,3-difluorophenyl)-3-cyclohexenyl]cyclohexanone ethylene ketal, 0.5 g of 10% Pd--C, and 20 ml of tetrahydrofuran were placed in a 200 ml autoclave. The mixture was stirred at room temperature overnight under a hydrogen pressure of 5 kg/cm2. A catalyst was filtered away and a filtrate was distilled away. Thereafter, 25 ml of dry dimethyl sulfoxide and 2.4 g of potassium t-butoxide were added to the residue. The mixture was stirred at room temperature for 4 hours in the atmo...